From a dataset of the Open Reaction Database (ORD), a public repository of structured organic reaction records. describe an organic reaction: reactants, conditions, products, and yield Starting materials: NC1=NC(=C2N=CN(C2=N1)O)OC (2-amino-9-hydroxy-6-methoxypurine), CC1(OCC(C(O1)C)I)C (2,2-dimethyl-5-iodo-methyl-1,3-dioxan), C([O-])([O-])=O.[K+].[K+] (potassium carbonate), CN(C=O)C (dimethylformamide). Run in C(Cl)(Cl)Cl (chloroform). Run at temperature 20 celsius, time 3 hour. Product: NC1=NC(=C2N=CN(C2=N1)OCC1COC(OC1)(C)C)OC (2-Amino-9-(2,2-dimethyl-1,3-dioxan-5-ylmethoxy)-6-methoxypurine). The yield is 69.8%. RXN SMILES: [NH2:1][C:2]1[N:10]=[C:9]2[C:5]([N:6]=[CH:7][N:8]2[OH:11])=[C:4]([O:12][CH3:13])[N:3]=1.[CH3:14][C:15]1([CH3:23])[O:20][CH:19](C)[CH:18](I)[CH2:17][O:16]1.[C:24](=O)([O-])[O-].[K+].[K+].CN(C)C=O>C(Cl)(Cl)Cl>[NH2:1][C:2]1[N:10]=[C:9]2[C:5]([N:6]=[CH:7][N:8]2[O:11][CH2:24][CH:18]2[CH2:17][O:16][C:15]([CH3:14])([CH3:23])[O:20][CH2:19]2)=[C:4]([O:12][CH3:13])[N:3]=1 |f:2.3.4|. Reported procedure: A mixture of 2-amino-9-hydroxy-6-methoxypurine (50mg, 0.276mmol), 2,2-dimethyl-5-iodo-methyl-1,3-dioxan (70.6mg, 0.276mmol), potassium carbonate (40.1mg, 0.290mmol) and dimethylformamide (1ml) was stirred at 20° C. for 3 hours. The suspension was diluted with chloroform (2ml), filtered and the filtrate evaporated to dryness. The residue was chromatographed on silica gel (eluted with chloroform-ethanol, 100:1) yielding the title compound (59.6mg, 70%). IR: υmax (KBr) 3396, 1640, 1581, 1480, 1390c... Starting materials: CC(C)(C)OC(=O)NC(COCc1ccccc1)COC(CI)(c1ccccc1)c1ccccc1, CN(C)C=O, CCOC(C)=O, [H-], [Na+]. Yields the product CC(C)(C)OC(=O)N1CC(c2ccccc2)(c2ccccc2)OCC1COCc1ccccc1. Reaction SMILES: [C:1]([CH3:2])([CH3:3])([CH3:4])[O:5][C:6]([NH:7][CH:8]([CH2:9][O:10][C:11]([CH2:12][I:13])([c:14]1[cH:15][cH:16][cH:17][cH:18][cH:19]1)[c:20]1[cH:21][cH:22][cH:23][cH:24][cH:25]1)[CH2:26][O:27][CH2:28][c:29]1[cH:30][cH:31][cH:32][cH:33][cH:34]1)=[O:35].[CH3:38][N:39]([CH3:40])[CH:41]=[O:42].[CH3:43][CH2:44][O:45][C:46](=[O:47])[CH3:48].[H-:36].[Na+:37]>>[C:1]([CH3:2])([CH3:3])([CH3:4])[O:5][C:6]([N:7]1[CH:8]([CH2:26][O:27][CH2:28][c:29]2[cH:30][cH:31][cH:32][cH:33][cH:34]2)[CH2:9][O:10][C:11]([c:14]2[cH:15][cH:16][cH:17][cH:18][cH:19]2)([c:20]2[cH:21][cH:22][cH:23][cH:24][cH:25]2)[CH2:12]1)=[O:35].